From a dataset of the Open Reaction Database (ORD), a public repository of structured organic reaction records. describe an organic reaction: reactants, conditions, products, and yield Starting materials: C(C1=CC=CC=C1)OC(=O)C=1NC2=CC=CC=C2C1 (1H-indole-2-carboxylic acid benzyl ester), 0C, C(C)(C)(C)OC(CBr)=O (bromo-acetic acid tert.-butyl ester). The solvent is CN(C=O)C (N,N-dimethylformamide). Run at time 2 hour. The product is C(C1=CC=CC=C1)OC(=O)C=1N(C2=CC=CC=C2C1)CC(=O)OC(C)(C)C (1-tert.-Butoxycarbonylmethyl-1H-indole-2-carboxylic acid benzyl ester). Reaction SMILES: [CH2:1]([O:8][C:9]([C:11]1[NH:12][C:13]2[C:18]([CH:19]=1)=[CH:17][CH:16]=[CH:15][CH:14]=2)=[O:10])[C:2]1[CH:7]=[CH:6][CH:5]=[CH:4][CH:3]=1.[C:20]([O:24][C:25](=[O:28])[CH2:26]Br)([CH3:23])([CH3:22])[CH3:21]>CN(C)C=O>[CH2:1]([O:8][C:9]([C:11]1[N:12]([CH2:26][C:25]([O:24][C:20]([CH3:23])([CH3:22])[CH3:21])=[O:28])[C:13]2[C:18]([CH:19]=1)=[CH:17][CH:16]=[CH:15][CH:14]=2)=[O:10])[C:2]1[CH:3]=[CH:4][CH:5]=[CH:6][CH:7]=1. Reported procedure: To a solution of 18.80 g 1H-indole-2-carboxylic acid benzyl ester in 70 ml N,N-dimethylformamide 1.98 g sodium hydride were added at 0C. After stirring for 1 hour 15.91 ml bromo-acetic acid tert.-butyl ester were added to the mixture and the reaction mixture was stirred for 2 hours at room temperature. After removal of the solvent under reduced pressure the residue was partitioned between 300 ml water and 300 ml dichloromethane. The aqueous layer was washed twice with additional 200 ml dichlorom...